This data is from the Open Reaction Database (ORD), a public repository of structured organic reaction records. The task is: describe an organic reaction: reactants, conditions, products, and yield Procedure details: A mixture of o-nitrobenzaldehyde (127 g., 0.84 mole), 2-ethylpyridine (90 g., 0.84 mole) and acetic anhydride (171 g., 1.68 mole) is heated at reflux for 24 hr. Excess acetic anhydride is evaporated in vacuo and the residue poured into 500 ml. of water. The mixture is adjusted to pH 11 with 50% NaOH providing a precipitate which is collected and dried. Crystallization from isopropyl ether yields 136.7 g. (67%) of 2-β-methyl-2-nitrostyryl)pyridine, m.p. 62°-64° C. which, after a second crystalliz... Reaction SMILES: [N+:1]([C:4]1[CH:11]=[CH:10][CH:9]=[CH:8][C:5]=1[CH:6]=O)([O-:3])=[O:2].[CH2:12]([C:14]1[CH:19]=[CH:18][CH:17]=[CH:16][N:15]=1)C.[C:20](OC(=O)C)(=O)C>>[CH3:20][C:6]([C:5]1[CH:8]=[CH:9][CH:10]=[CH:11][C:4]=1[N+:1]([O-:3])=[O:2])=[CH:12][C:14]1[CH:19]=[CH:18][CH:17]=[CH:16][N:15]=1. The reactants are [N+](=O)([O-])C1=C(C=O)C=CC=C1 (o-nitrobenzaldehyde), C(C)C1=NC=CC=C1 (2-ethylpyridine), C(C)(=O)OC(C)=O (acetic anhydride). The product is CC(=CC1=NC=CC=C1)C1=C(C=CC=C1)[N+](=O)[O-] (2-(β-Methyl-2-nitrostyryl)pyridine). Procedure details: 1-Benzyl-2-(methylsulfanyl)-1H-imidazole-5-carbaldehyde (465 mg) was condensed with 3,4-dimethoxybenzyl cyanide (354 mg) through Method A (production step 2), to thereby yield the target product (yield: 723 mg, 92%). Starting materials: C(C1=CC=CC=C1)N1C(=NC=C1C=O)SC (1-Benzyl-2-(methylsulfanyl)-1H-imidazole-5-carbaldehyde), COC=1C=C(CC#N)C=CC1OC (3,4-dimethoxybenzyl cyanide). The product is C(C1=CC=CC=C1)N1C(=NC=C1\C=C(/C#N)\C1=CC(=C(C=C1)OC)OC)SC ((Z)-3-(3-benzyl-2-methylsulfanyl-3H-imidazol-4-yl)-2-(3,4-dimethoxy-phenyl)-acrylonitrile). Reaction SMILES: [CH2:1]([N:8]1[C:12]([CH:13]=O)=[CH:11][N:10]=[C:9]1[S:15][CH3:16])[C:2]1[CH:7]=[CH:6][CH:5]=[CH:4][CH:3]=1.[CH3:17][O:18][C:19]1[CH:20]=[C:21]([CH:25]=[CH:26][C:27]=1[O:28][CH3:29])[CH2:22][C:23]#[N:24]>>[CH2:1]([N:8]1[C:12](/[CH:13]=[C:22](/[C:21]2[CH:25]=[CH:26][C:27]([O:28][CH3:29])=[C:19]([O:18][CH3:17])[CH:20]=2)\[C:23]#[N:24])=[CH:11][N:10]=[C:9]1[S:15][CH3:16])[C:2]1[CH:7]=[CH:6][CH:5]=[CH:4][CH:3]=1. Yield: 92.4%. Reactants: 1(b), OCC(=O)CO (1,3-dihydroxyacetone), C(CCC)(=O)Cl (butyryl chloride). Solvent: N1=CC=CC=C1 (pyridine). The product is C(CCC)(=O)OCC(COC(CCC)=O)O (1,3-dibutanoyloxy-2-propanol). RXN SMILES: [OH:1][CH2:2][C:3]([CH2:5][OH:6])=[O:4].[C:7](Cl)(=[O:11])[CH2:8][CH2:9][CH3:10]>N1C=CC=CC=1>[C:7]([O:1][CH2:2][CH:3]([OH:4])[CH2:5][O:6][C:7](=[O:11])[CH2:8][CH2:9][CH3:10])(=[O:11])[CH2:8][CH2:9][CH3:10]. Procedure: By following the procedure of Example 1(a) and 1(b) using 13.05 g. of 1,3-dihydroxyacetone, 23.7 g. of pyridine and 31.1 g. of butyryl chloride, 17.9 g. of 1,3-dibutanoyloxy-2-propanol is obtained. The reaction of 12.2 g. of this material and 9.4 g. of valproyl chloride and 4.98 g. of pyridine as described in Example 1(c) yields an oil which is purified by chromatography as described in Example 3. The pure 1,3-dibutanoyl-2-valproyl-glyceride is eluted from the column with petroleum ether/ether (... The reactants are ClC1=C(CN2C(C3=CC=C(C=C3C2=O)C(=O)O)=O)C=CC=C1 (2-(2-chloro-benzyl)-1,3-dioxo-2,3-dihydro-1H-isoindol-5-carboxylic acid), O1CCN(CC1)CCN (2-morpholinoethane amine). Yields the product [Cl-].ClC1=C(CN2C(C3=CC=C(C=C3C2=O)C(=O)NCC[NH+]2CCOCC2)=O)C=CC=C1 (4-(2-{[2-(2-chloro-benzyl)-1,3-dioxo-2,3-dihydro-1H-isoindol-5-carbonyl]-amino}-ethyl)-4-morpholinium chloride). As a reaction SMILES: [Cl:1][C:2]1[CH:22]=[CH:21][CH:20]=[CH:19][C:3]=1[CH2:4][N:5]1[C:13](=[O:14])[C:12]2[C:7](=[CH:8][CH:9]=[C:10]([C:15]([OH:17])=O)[CH:11]=2)[C:6]1=[O:18].[O:23]1[CH2:28][CH2:27][N:26]([CH2:29][CH2:30][NH2:31])[CH2:25][CH2:24]1>>[Cl-:1].[Cl:1][C:2]1[CH:22]=[CH:21][CH:20]=[CH:19][C:3]=1[CH2:4][N:5]1[C:13](=[O:14])[C:12]2[C:7](=[CH:8][CH:9]=[C:10]([C:15]([NH:31][CH2:30][CH2:29][NH+:26]3[CH2:27][CH2:28][O:23][CH2:24][CH2:25]3)=[O:17])[CH:11]=2)[C:6]1=[O:18] |f:2.3|. Procedure: 2-(2-chloro-benzyl)-1,3-dioxo-2,3-dihydro-1H-isoindol-5-carboxylic acid (100 mg, 0.316 mmol) and 2-morpholinoethane amine (103 μL, 0.792 mmol) were reacted with each other. Target compound in the amount of 93 mg (63%) was obtained by following the procedure described in Example 1. The reactants are CCN(C(C)C)C(C)C, O=C(Cl)OCCl, ClCCl, Cl, CC(C)(C)OC(=O)CN. Product: CC(C)(C)OC(=O)CNC(=O)OCCl. Reaction SMILES: [CH:17]([N:18]([CH:19]([CH3:20])[CH3:21])[CH2:22][CH3:23])([CH3:24])[CH3:25].[Cl:1][C:2](=[O:3])[O:4][CH2:5][Cl:6].[Cl:26][CH2:27][Cl:28].[ClH:16].[NH2:7][CH2:8][C:9](=[O:10])[O:11][C:12]([CH3:13])([CH3:14])[CH3:15]>>[C:2](=[O:3])([O:4][CH2:5][Cl:6])[NH:7][CH2:8][C:9](=[O:10])[O:11][C:12]([CH3:13])([CH3:14])[CH3:15]. The reactants are COC(=O)c1ccc(OC2CCN(C(=O)OC(C)(C)C)CC2)cc1Cl, CO, ClCCl, [Na+], [OH-]. The product is CC(C)(C)OC(=O)N1CCC(Oc2ccc(C(=O)O)c(Cl)c2)CC1. RXN SMILES: [CH3:1][O:2][C:3]([c:4]1[c:5]([Cl:24])[cH:6][c:7]([O:10][CH:11]2[CH2:12][CH2:13][N:14]([C:17](=[O:18])[O:19][C:20]([CH3:21])([CH3:22])[CH3:23])[CH2:15][CH2:16]2)[cH:8][cH:9]1)=[O:25].[CH3:31][OH:32].[Cl:28][CH2:29][Cl:30].[Na+:27].[OH-:26]>>[O:2]=[C:3]([c:4]1[c:5]([Cl:24])[cH:6][c:7]([O:10][CH:11]2[CH2:12][CH2:13][N:14]([C:17](=[O:18])[O:19][C:20]([CH3:21])([CH3:22])[CH3:23])[CH2:15][CH2:16]2)[cH:8][cH:9]1)[OH:25]. The reactants are O=C1C2=C(C3=C(O1)C=C(C=C3)C(=O)O)C=CC(=C2)C(=O)O (6-oxo-6H-dibenzo [b,d]pyran-3,8-dicarboxylic acid), C(C)N(CCCCl)CC (γ-diethylaminopropyl chloride), aqueous solution. The reagents and catalysts are [Cl-].C(C1=CC=CC=C1)[N+](C)(C)C (benzyltrimethylammonium chloride). Solvent: C(C)(C)O (isopropyl alcohol). Run at time 1 hour. Product: Cl.Cl.O=C1C2=C(C3=C(O1)C=C(C=C3)C(=O)OCCCN(CC)CC)C=CC(=C2)C(=O)OCCCN(CC)CC (bis[3-(diethylamino)propyl] 6-oxo-6H-dibenzo[b,d]pyran-3,8-dicarboxylate dihydrochloride). As a reaction SMILES: [O:1]=[C:2]1[O:7][C:6]2[CH:8]=[C:9]([C:12]([OH:14])=[O:13])[CH:10]=[CH:11][C:5]=2[C:4]2[CH:15]=[CH:16][C:17]([C:19]([OH:21])=[O:20])=[CH:18][C:3]1=2.[CH2:22]([N:24]([CH2:29][CH3:30])[CH2:25][CH2:26][CH2:27][Cl:28])[CH3:23]>[Cl-].C([N+](C)(C)C)C1C=CC=CC=1.C(O)(C)C>[ClH:28].[ClH:28].[O:1]=[C:2]1[O:7][C:6]2[CH:8]=[C:9]([C:12]([O:14][CH2:27][CH2:26][CH2:25][N:24]([CH2:29][CH3:30])[CH2:22][CH3:23])=[O:13])[CH:10]=[CH:11][C:5]=2[C:4]2[CH:15]=[CH:16][C:17]([C:19]([O:21][CH2:27][CH2:26][CH2:25][N:24]([CH2:29][CH3:30])[CH2:22][CH3:23])=[O:20])=[CH:18][C:3]1=2 |f:2.3,5.6.7|. Reported procedure: A mixture of 11.0 g (0.04 mole) of 6-oxo-6H-dibenzo [b,d]pyran-3,8-dicarboxylic acid, 18.0 g (0.12 mole) of γ-diethylaminopropyl chloride and 400 ml of isopropyl alcohol are stirred and heated to its reflux temperature. A catalytic amount of benzyltrimethylammonium chloride. 0.3 ml of a 60% aqueous solution, is added and the reaction mixture heated to reflux for an additional 24 hours. On cooling, the reaction mixture is filtered, and the residue washed with isopropyl alcohol. This product is di...